From a dataset of the Open Reaction Database (ORD), a public repository of structured organic reaction records. describe an organic reaction: reactants, conditions, products, and yield Reactants: O=CC1=CC(OC)=C(O)C=C1 (vanillin), [OH-].[Na+] (sodium hydroxide), CC(=O)C (acetone). Conditions: time 4 day. Yields the product CC(=O)/C=C/C1=CC(=C(C=C1)O)OC (Dehydrogingerone). The yield is 85.0%. As a reaction SMILES: O=[CH:2][C:3]1[CH:11]=[CH:10][C:8]([OH:9])=[C:5]([O:6][CH3:7])[CH:4]=1.[OH-].[Na+].[CH3:14][C:15]([CH3:17])=[O:16]>>[CH3:14][C:15](/[CH:17]=[CH:2]/[C:3]1[CH:11]=[CH:10][C:8]([OH:9])=[C:5]([O:6][CH3:7])[CH:4]=1)=[O:16] |f:1.2|. Procedure: To a solution of vanillin (5 g) in acetone (20 mL) was added 10% sodium hydroxide solution (20 mL). The reaction mixture was stirred at room temperature for 4 days (Normura, 1917). After acidification the product was extracted with EtOAc twice and washed with water. Evaporation of solvent left a dark brown liquid which on crystallisation from EtOAc-petroleum afforded the title compound (85%). Starting materials: C1CCOC1, CNS(=O)(=O)c1ccc(C(=O)O)cc1, Cl. The product is CNS(=O)(=O)c1ccc(CO)cc1. Reaction SMILES: [CH2:15]1[O:16][CH2:17][CH2:18][CH2:19]1.[CH3:1][NH:2][S:3](=[O:4])(=[O:5])[c:6]1[cH:7][cH:8][c:9]([C:10](=[O:11])[OH:12])[cH:13][cH:14]1.[ClH:20]>>[CH3:1][NH:2][S:3](=[O:4])(=[O:5])[c:6]1[cH:7][cH:8][c:9]([CH2:10][OH:11])[cH:13][cH:14]1.